This data is from the Open Reaction Database (ORD), a public repository of structured organic reaction records. The task is: describe an organic reaction: reactants, conditions, products, and yield Reactants: ClCc1ccccc1, [Na+], [OH-], O, OCCOCCOCCOCCOCCOCCO. Yields the product OCCOCCOCCOCCOCCOCCOCc1ccccc1. RXN SMILES: [Cl:22][CH2:23][c:24]1[cH:25][cH:26][cH:27][cH:28][cH:29]1.[Na+:2].[OH-:1].[OH2:30].[OH:3][CH2:4][CH2:5][O:6][CH2:7][CH2:8][O:9][CH2:10][CH2:11][O:12][CH2:13][CH2:14][O:15][CH2:16][CH2:17][O:18][CH2:19][CH2:20][OH:21]>>[OH:3][CH2:4][CH2:5][O:6][CH2:7][CH2:8][O:9][CH2:10][CH2:11][O:12][CH2:13][CH2:14][O:15][CH2:16][CH2:17][O:18][CH2:19][CH2:20][O:21][CH2:23][c:24]1[cH:25][cH:26][cH:27][cH:28][cH:29]1.